Dataset: the Open Reaction Database (ORD), a public repository of structured organic reaction records. Task: describe an organic reaction: reactants, conditions, products, and yield Reactants: ClCCCN1C=CC2=CC=C(C=C12)[N+](=O)[O-] (1-(3-chloropropyl)-6-nitro-1H-indole), I (HI), N1CCCC1 (pyrrolidine), N1(CCOCC1)CCCN1C=CC2=CC=C(C=C12)NC(=N)C=1SC=CC1 (N-[1-(3-Morpholin-4-yl-propyl)-1H-indol-6-yl]-thiophene-2-carboxamidine), Cl (hydrochloric acid). Solvent: CO (methanol), CCOCC (ether). Run at time 30 minute. Yields the product Cl.Cl.N1(CCCC1)CCCN1C=CC2=CC=C(C=C12)NC(=N)C=1SC=CC1 (N-(1-(3-(pyrrolidin-1-yl)propyl)-1H-indol-6-yl)thiophene-2-carboximidamide dihydrochloride). Reaction SMILES: [Cl:1]CCCN1C2C(=CC=C([N+]([O-])=O)C=2)C=C1.N1CCCC1.[N:22]1([CH2:28][CH2:29][CH2:30][N:31]2[C:39]3[C:34](=[CH:35][CH:36]=[C:37]([NH:40][C:41]([C:43]4[S:44][CH:45]=[CH:46][CH:47]=4)=[NH:42])[CH:38]=3)[CH:33]=[CH:32]2)[CH2:27][CH2:26]O[CH2:24][CH2:23]1.I.[ClH:49]>CCOCC.CO>[ClH:1].[ClH:49].[N:22]1([CH2:28][CH2:29][CH2:30][N:31]2[C:39]3[C:34](=[CH:35][CH:36]=[C:37]([NH:40][C:41]([C:43]4[S:44][CH:45]=[CH:46][CH:47]=4)=[NH:42])[CH:38]=3)[CH:33]=[CH:32]2)[CH2:27][CH2:26][CH2:24][CH2:23]1 |f:7.8.9|. Procedure details: Procedure described under Example 40. (Yield: 796.6 mg, greater than 100%) Preparation of 1-(3-chloropropyl)-6-nitro-1H-indole (154): Reaction performed as described in Example 40, using pyrrolidine as nucleophile. The product was purified using silica gel column chromatography (2.5-5% 2M ammonia in methanol, 97.5-95% dichloromethane). Yield: 148.1 mg of compound 154 as a dark yellow oil (86.3%). 1H-NMR (CDCl3) δ 8.43 (s, 1H), 8.02-7.98 (dd, J=2.1, 9 Hz, 1H), 7.66-7.63 (d, J=8.7 Hz, 1H), 7.43-7.... The reactants are COC1=C(C=O)C=CC=C1 (2-methoxybenzaldehyde), NC1=NNC=C1 (3-aminopyrazole), FC(C(CC(=O)OCC)=O)(F)F (ethyl trifluoroacetoacetate). The product is COC1=C(C=CC=C1)C1C=2C(NC(=C1C(=O)OCC)C(F)(F)F)=NNC2 (Ethyl 4,7-dihydro-4-(2-methoxyphenyl)-6-trifluoromethyl-2H-pyrazolo[3,4-b]pyridine-5-carboxylate). Reaction SMILES: [CH3:1][O:2][C:3]1[CH:10]=[CH:9][CH:8]=[CH:7][C:4]=1[CH:5]=O.[NH2:11][C:12]1[CH:16]=[CH:15][NH:14][N:13]=1.[F:17][C:18]([F:28])([F:27])[C:19](=O)[CH2:20][C:21]([O:23][CH2:24][CH3:25])=[O:22]>>[CH3:1][O:2][C:3]1[CH:10]=[CH:9][CH:8]=[CH:7][C:4]=1[CH:5]1[C:20]([C:21]([O:23][CH2:24][CH3:25])=[O:22])=[C:19]([C:18]([F:17])([F:27])[F:28])[NH:11][C:12]2=[N:13][NH:14][CH:15]=[C:16]12. Reported procedure: The title compound was prepared from 2-methoxybenzaldehyde, 3-aminopyrazole and ethyl trifluoroacetoacetate in the same manner as in Example 1.